Dataset: the Open Reaction Database (ORD), a public repository of structured organic reaction records. Task: describe an organic reaction: reactants, conditions, products, and yield Reactants: C(C1=CC=CC=C1)OC=1N=NC(=CC1OCC1=CC=CC=C1)C1(CC1)C1=CC=CC=C1 (3,4-bis(benzyloxy)-6-(1-phenylcyclopropyl)pyridazine), C(C1=CC=CC=C1)OC=1N=NC(=CC1OCC1=CC=CC=C1)C(=C)C1=CC=C(C=C1)F (3,4-bis(Benzyloxy)-6-[1-(4-fluorophenyl)ethenyl]pyridazine), C(C1=CC=CC=C1)OC=1N=NC(=CC1OCC1=CC=CC=C1)C1(CC1)C1=CC=CC=C1 (3,4-bis(benzyloxy)-6-(1-phenylcyclopropyl)pyridazine), C(C1=CC=CC=C1)OC=1N=NC(=CC1OCC1=CC=CC=C1)C(=C)C1=CC=CC=C1 (3,4-bis(benzyloxy)-6-(1-phenylethenyl)pyridazine). Yields the product C(C1=CC=CC=C1)OC=1N=NC(=CC1OCC1=CC=CC=C1)C1(CC1)C1=CC=C(C=C1)F (3,4-bis(Benzyloxy)-6-[1-(4-fluorophenyl)cyclopropyl]pyridazine). Isolated yield 16.0%. RXN SMILES: [CH2:1]([O:8][C:9]1[N:10]=[N:11][C:12]([C:23]2([C:26]3[CH:31]=[CH:30][CH:29]=[CH:28][CH:27]=3)[CH2:25][CH2:24]2)=[CH:13][C:14]=1[O:15][CH2:16][C:17]1[CH:22]=[CH:21][CH:20]=[CH:19][CH:18]=1)[C:2]1[CH:7]=[CH:6][CH:5]=[CH:4][CH:3]=1.C(OC1N=NC(C(C2C=CC=CC=2)=C)=CC=1OCC1C=CC=CC=1)C1C=CC=CC=1.C(OC1N=NC(C(C2C=CC([F:92])=CC=2)=C)=CC=1OCC1C=CC=CC=1)C1C=CC=CC=1>>[CH2:1]([O:8][C:9]1[N:10]=[N:11][C:12]([C:23]2([C:26]3[CH:31]=[CH:30][C:29]([F:92])=[CH:28][CH:27]=3)[CH2:24][CH2:25]2)=[CH:13][C:14]=1[O:15][CH2:16][C:17]1[CH:18]=[CH:19][CH:20]=[CH:21][CH:22]=1)[C:2]1[CH:3]=[CH:4][CH:5]=[CH:6][CH:7]=1. Procedure: Prepared as described for 3,4-bis(benzyloxy)-6-(1-phenylcyclopropyl)pyridazine (Intermediate 26) from 3,4-bis(benzyloxy)-6-(1-phenylethenyl)pyridazine (Intermediate 41) in 16% yield. Starting materials: O=C([O-])O, C1CCOC1, COCOc1cnc(Cl)cc1I, Cl, [Na+]. RXN SMILES: [C:13](=[O:14])([OH:15])[O-:16].[CH2:18]1[O:19][CH2:20][CH2:21][CH2:22]1.[Cl:1][c:2]1[n:3][cH:4][c:5]([O:9][CH2:10][O:11][CH3:12])[c:6]([I:8])[cH:7]1.[ClH:23].[Na+:17]>>[Cl:1][c:2]1[n:3][cH:4][c:5]([OH:9])[c:6]([I:8])[cH:7]1. The product is Oc1cnc(Cl)cc1I. Starting materials: C=1C=CN2C1CNC1=C(C2)C=CC=C1 (10,11-dihydro-5H-pyrrolo[2,1-c][1,4]benzodiazepine), C(C)(C)N(C(C)C)CC (N,N-diisopropylethylamine), ClC(=O)OCC1C2=CC=CC=C2C=2C=CC=CC12 (9-fluorenylmethyl chloroformate). The solvent is ClCCl (dichloromethane), ClCCl (dichloromethane), C(C)OCC (diethyl ether). Reaction conditions: time 4 hour. Product: C1=CC=CC=2C3=CC=CC=C3C(C12)COC(=O)N1CC=2N(CC3=C1C=CC=C3)C=CC2 (10,11-Dihydro-5H-pyrrolo[2,1-c][1,4]benzodiazepine-10-carboxylic acid 9H-fluoren-9-ylmethyl ester). The yield is 81.9%. As a reaction SMILES: [CH:1]1[CH:2]=[CH:3][N:4]2[CH2:10][C:9]3[CH:11]=[CH:12][CH:13]=[CH:14][C:8]=3[NH:7][CH2:6][C:5]=12.C(N(CC)C(C)C)(C)C.Cl[C:25]([O:27][CH2:28][CH:29]1[C:41]2[CH:40]=[CH:39][CH:38]=[CH:37][C:36]=2[C:35]2[C:30]1=[CH:31][CH:32]=[CH:33][CH:34]=2)=[O:26]>ClCCl.C(OCC)C>[CH:40]1[C:41]2[CH:29]([CH2:28][O:27][C:25]([N:7]3[C:8]4[CH:14]=[CH:13][CH:12]=[CH:11][C:9]=4[CH2:10][N:4]4[CH:3]=[CH:2][CH:1]=[C:5]4[CH2:6]3)=[O:26])[C:30]3[C:35](=[CH:34][CH:33]=[CH:32][CH:31]=3)[C:36]=2[CH:37]=[CH:38][CH:39]=1. Procedure: To a solution of 10,11-dihydro-5H-pyrrolo[2,1-c][1,4]benzodiazepine (19.23 g, 0.104 mol) and N,N-diisopropylethylamine (27.3 mL, 0.157 mol) in dichloromethane (500 mL) was added 9-fluorenylmethyl chloroformate (27 g, 0.104 mol). The reaction mixture was stirred at room temperature under nitrogen for 4 hours, and then washed with 1 M hydrochloric acid (3×300 mL), water (300 mL) and brine (300 mL), dried over anhydrous magnesium sulfate, and concentrated in vacuo to give a pale yellow solid. The s... Reactants: C(C1=CC=CC=C1)OC1=C(SC=C1)C(=O)O (3-(benzyloxy)-2-thiophenecarboxylic acid), C(C(=O)Cl)(=O)Cl (oxalyl chloride), CN(C)C=O (DMF), N,O-methylhydroxyamine hydrochloride, C(=O)([O-])[O-].[K+].[K+] (K2CO3). The solvent is C(Cl)Cl (CH2Cl2), C(C)(=O)OCC (ethyl acetate), O (water). Conditions: time 1 hour. Yields the product C(C1=CC=CC=C1)OC1=C(SC=C1)C(=O)N(C)OC (3-(benzyloxy)-N-methoxy-N-methyl-2-thiophenecarboxamide). The yield is 98.0%. As a reaction SMILES: [CH2:1]([O:8][C:9]1[CH:13]=[CH:12][S:11][C:10]=1[C:14]([OH:16])=O)[C:2]1[CH:7]=[CH:6][CH:5]=[CH:4][CH:3]=1.[C:17](Cl)(=[O:21])C(Cl)=O.[CH3:23][N:24](C=O)C.C([O-])([O-])=O.[K+].[K+]>C(Cl)Cl.C(OCC)(=O)C.O>[CH2:1]([O:8][C:9]1[CH:13]=[CH:12][S:11][C:10]=1[C:14]([N:24]([O:21][CH3:17])[CH3:23])=[O:16])[C:2]1[CH:3]=[CH:4][CH:5]=[CH:6][CH:7]=1 |f:3.4.5|. Reported procedure: To a solution of 3-(benzyloxy)-2-thiophenecarboxylic acid (3.00 g, 12.81 mmol) in CH2Cl2 (30 mL) were added oxalyl chloride (1.34 mL, 15.4 mmol) and DMF (0.05 mL). The mixture was stirred at room temperature for 1 hr, and concentrated under reduced pressure. The residue was dissolved in ethyl acetate (10 mL). Then the solution was added to a mixture of N,O-methylhydroxyamine hydrochloride (1.50 g, 15.37 mmol) and K2CO3 (3.54 g; 25.62 mmol) in ethyl acetate (30 mL) and water (30 mL) at 0° C. The ... Reactants: [N+](=O)([O-])C=1C=C(N)C=CC1 (3-nitroaniline), ClC1(OCCOC1)Cl (2,2-dichlorodioxane). Conditions: temperature 80 celsius, time 24 hour. The product is ClCCOCC(=O)NC1=CC(=CC=C1)[N+](=O)[O-] (2-(2-chloroethoxy)-N-(3-nitrophenyl)acetamide). As a reaction SMILES: [N+:1]([C:4]1[CH:5]=[C:6]([CH:8]=[CH:9][CH:10]=1)[NH2:7])([O-:3])=[O:2].[Cl:11][C:12]1(Cl)[CH2:17][O:16][CH2:15][CH2:14][O:13]1>>[Cl:11][CH2:12][CH2:17][O:16][CH2:15][C:14]([NH:7][C:6]1[CH:8]=[CH:9][CH:10]=[C:4]([N+:1]([O-:3])=[O:2])[CH:5]=1)=[O:13]. Procedure details: A mixture of 1.12 g (8.12 mmol) of 3-nitroaniline and 1.11 g of 2-chlorodioxene (contains 6% of 2,2-dichlorodioxane) is heated at 80° C. with stirring for 24 hours, giving 2.1 g of 2-(2-chloroethoxy)-N-(3-nitrophenyl)acetamide as brownish oil. ESI 259. Reactants: ON=C(Br)Br, CCC(=O)Cl, ClCCl, c1ccncc1. Product: CCC(=O)ON=C(Br)Br. As a reaction SMILES: [Br:1][C:2](=[N:3][OH:4])[Br:5].[C:6]([CH2:7][CH3:8])(=[O:9])[Cl:10].[CH2:17]([Cl:18])[Cl:19].[cH:11]1[cH:12][cH:13][n:14][cH:15][cH:16]1>>[Br:1][C:2](=[N:3][O:4][C:6]([CH2:7][CH3:8])=[O:9])[Br:5]. Starting materials: S(O)(O)(=O)=O (sulphuric acid), 2-naphthylaldehyde, N1CCCCC1 (piperidine), C(CC(=O)O)(=O)O (malonic acid). The solvent is N1=CC=CC=C1 (pyridine). The product is C1=C(C=CC2=CC=CC=C12)C=CC(=O)O (3-(2-naphthyl)acrylic acid). RXN SMILES: N1[CH2:6][CH2:5][CH2:4][CH2:3][CH2:2]1.[C:7](O)(=O)[CH2:8][C:9]([OH:11])=[O:10].S(=O)(=O)(O)O>N1C=CC=CC=1>[CH:2]1[C:6]2[C:6](=[CH:2][CH:3]=[CH:4][CH:5]=2)[CH:5]=[CH:4][C:3]=1[CH:7]=[CH:8][C:9]([OH:11])=[O:10]. Procedure details: A solution of 2-naphthylaldehyde (3 g), piperidine (0.49 ml) and malonic acid (4.0 g) in pyridine (15 ml) was stirred for 2 hrs at 120° C. After cooling, the solution was acidified with conc. sulphuric acid. The solution was extracted with EtOAc. The oily layer was washed, dried, and evaporated to give the title compound (3.6 g) having the following physical data: As a reaction SMILES: [BH4-:31].[CH3:33][CH2:34][OH:35].[Cl:1][c:2]1[c:3]([CH:9]2[C:10]([C:26](=[O:27])[O:28][CH2:29][CH3:30])=[C:11]([CH2:20][O:21][CH2:22][C:23](=[O:24])[CH3:25])[NH:12][C:13]([CH3:19])=[C:14]2[C:15](=[O:16])[O:17][CH3:18])[cH:4][cH:5][cH:6][c:7]1[Cl:8].[Na+:32]>>[Cl:1][c:2]1[c:3]([CH:9]2[C:10]([C:26](=[O:27])[O:28][CH2:29][CH3:30])=[C:11]([CH2:20][O:21][CH2:22][CH:23]([OH:24])[CH3:25])[NH:12][C:13]([CH3:19])=[C:14]2[C:15](=[O:16])[O:17][CH3:18])[cH:4][cH:5][cH:6][c:7]1[Cl:8]. Product: CCOC(=O)C1=C(COCC(C)O)NC(C)=C(C(=O)OC)C1c1cccc(Cl)c1Cl. The reactants are [BH4-], CCO, CCOC(=O)C1=C(COCC(C)=O)NC(C)=C(C(=O)OC)C1c1cccc(Cl)c1Cl, [Na+]. Starting materials: CC(C)C[Al+]CC(C)C, COC(=O)CCc1cnoc1-c1ccc(Cl)c(Cl)c1, Cl, [H-], C1CCOC1. Product: OCCCc1cnoc1-c1ccc(Cl)c(Cl)c1. RXN SMILES: [CH2:21]([Al+:22][CH2:23][CH:24]([CH3:25])[CH3:26])[CH:27]([CH3:28])[CH3:29].[Cl:1][c:2]1[cH:3][c:4](-[c:9]2[c:10]([CH2:14][CH2:15][C:16](=[O:17])[O:18][CH3:19])[cH:11][n:12][o:13]2)[cH:5][cH:6][c:7]1[Cl:8].[ClH:30].[H-:20].[O:31]1[CH2:32][CH2:33][CH2:34][CH2:35]1>>[Cl:1][c:2]1[cH:3][c:4](-[c:9]2[c:10]([CH2:14][CH2:15][CH2:16][OH:17])[cH:11][n:12][o:13]2)[cH:5][cH:6][c:7]1[Cl:8]. The reactants are Cc1cc(C2CC2)cnc1N1CCNCC1, Cl, COC(=O)c1ccc(N2CCOC2=O)cc1N1CCCS1(=O)=O. The product is Cc1cc(C2CC2)cnc1N1CCN(C(=O)c2ccc(N3CCOC3=O)cc2N2CCCS2(=O)=O)CC1. RXN SMILES: [CH:25]1([c:28]2[cH:29][c:30]([CH3:40])[c:31]([N:34]3[CH2:35][CH2:36][NH:37][CH2:38][CH2:39]3)[n:32][cH:33]2)[CH2:26][CH2:27]1.[ClH:24].[O:1]=[S:2]1(=[O:23])[N:3]([c:7]2[c:8]([C:9]([O:11][CH3:10])=[O:12])[cH:13][cH:14][c:15]([N:17]3[C:18](=[O:22])[O:19][CH2:20][CH2:21]3)[cH:16]2)[CH2:4][CH2:5][CH2:6]1>>[O:1]=[S:2]1(=[O:23])[N:3]([c:7]2[c:8]([C:9](=[O:11])[N:37]3[CH2:36][CH2:35][N:34]([c:31]4[c:30]([CH3:40])[cH:29][c:28]([CH:25]5[CH2:26][CH2:27]5)[cH:33][n:32]4)[CH2:39][CH2:38]3)[cH:13][cH:14][c:15]([N:17]3[C:18](=[O:22])[O:19][CH2:20][CH2:21]3)[cH:16]2)[CH2:4][CH2:5][CH2:6]1.